From a dataset of the Open Reaction Database (ORD), a public repository of structured organic reaction records. describe an organic reaction: reactants, conditions, products, and yield Starting materials: FC=1C=C(C=CC1N)C1=C(C=C(C=C1)F)F (3,2′,4′-trifluoro-biphenyl-4-yl amine), ClC1=NC=C(C(=O)Cl)C=C1 (6-chloronicotinoyl chloride), ClC1=NC=C(C(=O)NC2=CC(=C(C=C2)I)C)C=C1 (6-chloro-N-(4-iodo-3-methyl-phenyl)-nicotinamide). Run in hexanes, CCOC(=O)C (EtOAc). Yields the product ClC1=NC=C(C(=O)NC2=C(C=C(C=C2)C2=C(C=C(C=C2)F)F)F)C=C1 (6-Chloro-N-(3,2′,4′-trifluoro-biphenyl-4-yl)-nicotinamide). Reaction SMILES: [F:1][C:2]1[CH:3]=[C:4]([C:9]2[CH:14]=[CH:13][C:12]([F:15])=[CH:11][C:10]=2[F:16])[CH:5]=[CH:6][C:7]=1[NH2:8].[Cl:17][C:18]1[CH:26]=[CH:25][C:21]([C:22](Cl)=[O:23])=[CH:20][N:19]=1.ClC1C=CC(C(NC2C=CC(I)=C(C)C=2)=O)=CN=1>CCOC(C)=O>[Cl:17][C:18]1[CH:26]=[CH:25][C:21]([C:22]([NH:8][C:7]2[CH:6]=[CH:5][C:4]([C:9]3[CH:14]=[CH:13][C:12]([F:15])=[CH:11][C:10]=3[F:16])=[CH:3][C:2]=2[F:1])=[O:23])=[CH:20][N:19]=1. Procedure: 6-Chloro-N-(3,2′,4′-trifluoro-biphenyl-4-yl)-nicotinamide was prepared from 3,2′,4′-trifluoro-biphenyl-4-yl amine and 6-chloronicotinoyl chloride following a procedure similar to the one described in the synthesis of 6-chloro-N-(4-iodo-3-methyl-phenyl)-nicotinamide, above. The product was isolated after a silica gel column chromatography with 0-30% EtOAc in hexanes. H1 NMR (300 MHz, chloroform-d) d ppm 6.91 (m, 2H), 7.15 (apparent t, J=8.1 Hz, 1H), 7.24-7.1 (m, 3H), 7.95 (dd, J=10.5 8.1 Hz, 2H),...